This data is from the Open Reaction Database (ORD), a public repository of structured organic reaction records. The task is: describe an organic reaction: reactants, conditions, products, and yield Conditions: time 8 hour. Reactants: NC1=C(C(=CC=C1)C)C (2,3-xylidine), CC(=O)C (acetone), 5A, [BH4-].[Na+] (sodium borohydride). As a reaction SMILES: [NH2:1][C:2]1[CH:7]=[CH:6][CH:5]=[C:4]([CH3:8])[C:3]=1[CH3:9].[CH3:10][C:11]([CH3:13])=O.[BH4-].[Na+]>CO>[CH:11]([NH:1][C:2]1[CH:7]=[CH:6][CH:5]=[C:4]([CH3:8])[C:3]=1[CH3:9])([CH3:13])[CH3:10] |f:2.3|. Reported procedure: A mixture of 12 g of 2,3-xylidine, 60 ml of acetone and 30 g of type 5A sieves (alumino silicate) are placed in a flask and stirred overnight at room temperature. The mixture is filtered and the filtrate concentrated in vacuo to yield an oily residue. This residue is taken up in 100 ml of methanol, treated with 4.0 g of sodium borohydride and warmed to above 15° C. The mixture is made acidic, then basic, and finally extracted with ether to yield 11.4 g of N-isopropyl-2,3-xylidine which is verifi... Run in CO (methanol). Product: C(C)(C)NC1=C(C(=CC=C1)C)C (N-isopropyl-2,3-xylidine).